From a dataset of the Open Reaction Database (ORD), a public repository of structured organic reaction records. describe an organic reaction: reactants, conditions, products, and yield The reactants are O=C1c2ccccc2C(=O)N1CC=CCBr, [H-], [Na+], CN(C)C=O, c1cnc2nc[nH]c2c1. RXN SMILES: [Br:12][CH2:13][CH:14]=[CH:15][CH2:16][N:17]1[C:18](=[O:27])[c:19]2[c:20]([cH:23][cH:24][cH:25][cH:26]2)[C:21]1=[O:22].[H-:2].[Na+:1].[O:28]=[CH:29][N:30]([CH3:31])[CH3:32].[cH:3]1[cH:4][n:5][c:6]2[n:7][cH:8][nH:9][c:10]2[cH:11]1>>[cH:3]1[cH:4][n:5][c:6]2[n:7]([CH2:13][CH:14]=[CH:15][CH2:16][N:17]3[C:18](=[O:27])[c:19]4[c:20]([cH:23][cH:24][cH:25][cH:26]4)[C:21]3=[O:22])[cH:8][n:9][c:10]2[cH:11]1. The product is O=C1c2ccccc2C(=O)N1CC=CCn1cnc2cccnc21. Starting materials: CN1CCNCC1, ClCCl, O=Cc1ccc(-c2cc3nccc(Oc4ccc([N+](=O)[O-])cc4F)c3s2)nc1. Product: CN1CCN(Cc2ccc(-c3cc4nccc(Oc5ccc([N+](=O)[O-])cc5F)c4s3)nc2)CC1. RXN SMILES: [CH3:29][N:30]1[CH2:31][CH2:32][NH:33][CH2:34][CH2:35]1.[Cl:36][CH2:37][Cl:38].[F:1][c:2]1[c:3]([O:4][c:5]2[c:6]3[c:7]([n:8][cH:9][cH:10]2)[cH:11][c:12](-[c:14]2[n:15][cH:16][c:17]([CH:18]=[O:19])[cH:20][cH:21]2)[s:13]3)[cH:22][cH:23][c:24]([N+:26](=[O:27])[O-:28])[cH:25]1>>[F:1][c:2]1[c:3]([O:4][c:5]2[c:6]3[c:7]([n:8][cH:9][cH:10]2)[cH:11][c:12](-[c:14]2[n:15][cH:16][c:17]([CH2:18][N:33]4[CH2:32][CH2:31][N:30]([CH3:29])[CH2:35][CH2:34]4)[cH:20][cH:21]2)[s:13]3)[cH:22][cH:23][c:24]([N+:26](=[O:27])[O-:28])[cH:25]1. Reactants: NC1=C(C(=O)N)C=C(C=N1)Cl (2-amino-5-chloronicotinamide), BrCC1=C(C=CC(=C1)C)F (2-(bromomethyl)-1-fluoro-4-methylbenzene). Product: Br.ClC=1C=C(C(N(C1)CC1=C(C=CC(=C1)C)F)=N)C(=O)N (5-chloro-1-(2-fluoro-5-methylbenzyl)-2-imino-1,2-dihydropyridine-3-carboxamide hydrobromide). RXN SMILES: [NH2:1][C:2]1[N:10]=[CH:9][C:8]([Cl:11])=[CH:7][C:3]=1[C:4]([NH2:6])=[O:5].[Br:12][CH2:13][C:14]1[CH:19]=[C:18]([CH3:20])[CH:17]=[CH:16][C:15]=1[F:21]>>[BrH:12].[Cl:11][C:8]1[CH:7]=[C:3]([C:4]([NH2:6])=[O:5])[C:2](=[NH:1])[N:10]([CH2:13][C:14]2[CH:19]=[C:18]([CH3:20])[CH:17]=[CH:16][C:15]=2[F:21])[CH:9]=1 |f:2.3|. Reported procedure: According to the method of Example 172, 2-amino-5-chloronicotinamide was reacted with 2-(bromomethyl)-1-fluoro-4-methylbenzene to give the title compound. Reactants: [OH-].[Na+] (NaOH), COC(C(CC=1SC(=CC1)CCCC=1N=C(OC1C)C1=CC=CC=C1)(OC1=CC=CC=C1)C)=O (2-Methyl-3-{5-[3-(5-methyl-2-phenyl-oxazol-4-yl)-propyl]-thiophen-2-yl}-2-phenoxy-propionic acid methyl ester), Cl (HCl). Yields the product CC(C(=O)O)(CC=1SC(=CC1)CCCC=1N=C(OC1C)C1=CC=CC=C1)OC1=CC=CC=C1 (2-Methyl-3-{5-[3-(5-methyl-2-phenyl-oxazol-4-yl)-propyl]-thiophen-2-yl}-2-phenoxy-propionic acid). Conditions: temperature 60 celsius, time 1 hour. The solvent is O (H2O), CCO (EtOH). As a reaction SMILES: C[O:2][C:3](=[O:34])[C:4]([CH3:33])([O:26][C:27]1[CH:32]=[CH:31][CH:30]=[CH:29][CH:28]=1)[CH2:5][C:6]1[S:7][C:8]([CH2:11][CH2:12][CH2:13][C:14]2[N:15]=[C:16]([C:20]3[CH:25]=[CH:24][CH:23]=[CH:22][CH:21]=3)[O:17][C:18]=2[CH3:19])=[CH:9][CH:10]=1.[OH-].[Na+].Cl>CCO.O>[CH3:33][C:4]([O:26][C:27]1[CH:28]=[CH:29][CH:30]=[CH:31][CH:32]=1)([CH2:5][C:6]1[S:7][C:8]([CH2:11][CH2:12][CH2:13][C:14]2[N:15]=[C:16]([C:20]3[CH:21]=[CH:22][CH:23]=[CH:24][CH:25]=3)[O:17][C:18]=2[CH3:19])=[CH:9][CH:10]=1)[C:3]([OH:34])=[O:2] |f:1.2|. Procedure: 2-Methyl-3-{5-[3-(5-methyl-2-phenyl-oxazol-4-yl)-propyl]-thiophen-2-yl}-2-phenoxy-propionic acid methyl ester 400 mg) was dissolved in EtOH (10 mL), and then 5 N NaOH (3 mL) was added. This mixture was allowed to stir at 60° C. for 1 h. The mixture was cooled to room temperature and then acidified to pH=2 by the dropwise addition of 5 N HCl. This acidic mixture was diluted with H2O (10 mL) and then extracted with CH2Cl2 (2×25 mL). The organic layers were combined, dried over NaCl, and solvent re... Yield: 91.2%. The yield is 95.3%. Solvent: CC(=O)C (acetone). RXN SMILES: [CH3:1][C:2]1[NH:3][C:4]([CH:28](OCC)[O:29]CC)=[C:5]([C:23]([O:25][CH2:26][CH3:27])=[O:24])[CH:6]([C:13]2[CH:18]=[CH:17][CH:16]=[CH:15][C:14]=2[C:19]([F:22])([F:21])[F:20])[C:7]=1[C:8]([O:10][CH2:11][CH3:12])=[O:9].Cl>CC(C)=O>[CH3:1][C:2]1[NH:3][C:4]([CH:28]=[O:29])=[C:5]([C:23]([O:25][CH2:26][CH3:27])=[O:24])[CH:6]([C:13]2[CH:18]=[CH:17][CH:16]=[CH:15][C:14]=2[C:19]([F:22])([F:20])[F:21])[C:7]=1[C:8]([O:10][CH2:11][CH3:12])=[O:9]. Run at time 1.5 hour. The product is CC=1NC(=C(C(C1C(=O)OCC)C1=C(C=CC=C1)C(F)(F)F)C(=O)OCC)C=O (diethyl 2-methyl-4-(2-trifluoromethylphenyl)-6-formyl-1,4-dihydropyridine-3,5-dicarboxylate). Procedure details: To a solution of diethyl 2-methyl-4-(2-trifluoromethylphenyl)-6-diethoxymethyl-1,4-dihydropyridine-3,5-dicarboxylate (5.2 g) in acetone (5 ml) was added 6N-hydrochloric acid (5 ml) and stirred at room temperature for about 1.5 hours. After removal of the acetone, water was added to the residue and the resultant aqueous solution was extracted with ethyl acetate twice. The extract was washed with water and dried and the solvent was removed therefrom to give a reddish oil (4.2 g) of diethyl 2-methy... The reactants are CC=1NC(=C(C(C1C(=O)OCC)C1=C(C=CC=C1)C(F)(F)F)C(=O)OCC)C(OCC)OCC (diethyl 2-methyl-4-(2-trifluoromethylphenyl)-6-diethoxymethyl-1,4-dihydropyridine-3,5-dicarboxylate), Cl (hydrochloric acid). Starting materials: CC(CC(C(=O)O)(C)C)(C(=O)O)C (tetramethylglutaric acid), NC(=O)N (urea). Run in O (water). Conditions: temperature 160 celsius, time 10 hour. Yields the product CC1(C(NC(C(C1)(C)C)=O)=O)C (3,3,5,5-tetramethylpiperidin-2,6-dione). Yield: 98.4%. As a reaction SMILES: [CH3:1][C:2]([CH3:13])([C:10](O)=[O:11])[CH2:3][C:4]([CH3:9])([CH3:8])[C:5](O)=[O:6].[NH2:14]C(N)=O>O>[CH3:1][C:2]1([CH3:13])[CH2:3][C:4]([CH3:9])([CH3:8])[C:5](=[O:6])[NH:14][C:10]1=[O:11]. Reported procedure: The mixture of 2.6 g of tetramethylglutaric acid and 8.3 g of urea was stirred for 10 hours at 160° C. Into the reaction mixture was added water at 100° C., and the mixture was cooled to near room temperature. The mixture was extracted with ethyl acetate three times. The organic layers were washed with a saturated sodium chloride aqueous solution, dried over anhydrous magnesium sulfate and concentrated. The residue was subjected to silica gel column chromatography to obtain 2.3 g of 3,3,5,5-tetr...